This data is from the Open Reaction Database (ORD), a public repository of structured organic reaction records. The task is: describe an organic reaction: reactants, conditions, products, and yield The reactants are Br.ClC1=CC=C(C=C1)C1(CCC1)C(CSC=1NCCN1)=O (1-[1-(4-chlorophenyl)cyclobutyl]-2-(2-imidazolin-2 ylthio)ethanone hydrobromide). The solvent is C(C)(=O)O (acetic acid). Yields the product Br.ClC1=CC=C(C=C1)C1(CCC1)C=1N2C(SC1)=NCC2 (3-[1-(4-chlorophenyl)cyclobutyl]-5,6-dihydroimidazo-[2,1-b]thiazole hydrobromide). RXN SMILES: [BrH:1].[Cl:2][C:3]1[CH:8]=[CH:7][C:6]([C:9]2([C:13](=O)[CH2:14][S:15][C:16]3[NH:17][CH2:18][CH2:19][N:20]=3)[CH2:12][CH2:11][CH2:10]2)=[CH:5][CH:4]=1>C(O)(=O)C>[BrH:1].[Cl:2][C:3]1[CH:8]=[CH:7][C:6]([C:9]2([C:13]3[N:20]4[CH2:19][CH2:18][N:17]=[C:16]4[S:15][CH:14]=3)[CH2:12][CH2:11][CH2:10]2)=[CH:5][CH:4]=1 |f:0.1,3.4|. Procedure details: A suspension of 1-[1-(4-chlorophenyl)cyclobutyl]-2-(2-imidazolin-2 ylthio)ethanone hydrobromide (2.4 g—prepared in a manner similar to that described above) in acetic acid (6 ml) was heated under reflux for 16 hours, then allowed to cool to ambient temperature. The solvent was removed in vacuo, the residue was triturated with ether (50 ml), and the resulting solid was collected by filtration, washed with ether (50 ml), dried in vacuo at ambient temperature, and recrystallised from methanol. The ... Reactants: CC(C)(C)[Si](OCCOCC(O)C(=O)Nc1ccc(C#N)cn1)(c1ccccc1)c1ccccc1, C1CCOC1, CCOC(C)=O, Cc1c(C#N)cccc1-n1ncc2c(Cl)ncnc21, [H-], [Na+], O, O=C(O)CC(O)(CC(=O)O)C(=O)O. The product is Cc1c(C#N)cccc1-n1ncc2c(OC(COCCO[Si](c3ccccc3)(c3ccccc3)C(C)(C)C)C(=O)Nc3ccc(C#N)cn3)ncnc21. Reaction SMILES: [C:3]([CH3:4])([CH3:5])([CH3:6])[Si:7]([O:8][CH2:9][CH2:10][O:11][CH2:12][CH:13]([C:14](=[O:15])[NH:16][c:17]1[n:18][cH:19][c:20]([C:23]#[N:24])[cH:21][cH:22]1)[OH:25])([c:26]1[cH:27][cH:28][cH:29][cH:30][cH:31]1)[c:32]1[cH:33][cH:34][cH:35][cH:36][cH:37]1.[CH2:70]1[O:71][CH2:72][CH2:73][CH2:74]1.[CH3:76][CH2:77][O:78][C:79]([CH3:80])=[O:81].[Cl:38][c:39]1[c:40]2[c:41]([n:42][cH:43][n:44]1)[n:45](-[c:48]1[c:49]([CH3:56])[c:50]([C:51]#[N:52])[cH:53][cH:54][cH:55]1)[n:46][cH:47]2.[H-:1].[Na+:2].[OH2:75].[OH:57][C:58]([CH2:59][C:60]([C:61](=[O:62])[OH:63])([CH2:64][C:65](=[O:66])[OH:67])[OH:68])=[O:69]>>[C:3]([CH3:4])([CH3:5])([CH3:6])[Si:7]([O:8][CH2:9][CH2:10][O:11][CH2:12][CH:13]([C:14](=[O:15])[NH:16][c:17]1[n:18][cH:19][c:20]([C:23]#[N:24])[cH:21][cH:22]1)[O:25][c:39]1[c:40]2[c:41]([n:42][cH:43][n:44]1)[n:45](-[c:48]1[c:49]([CH3:56])[c:50]([C:51]#[N:52])[cH:53][cH:54][cH:55]1)[n:46][cH:47]2)([c:26]1[cH:27][cH:28][cH:29][cH:30][cH:31]1)[c:32]1[cH:33][cH:34][cH:35][cH:36][cH:37]1. Reactants: COC(=O)C1(Br)CCCC1, O=C([O-])[O-], CO, OCC1OC(O)(c2ccc(Cl)c(Cc3ccc(O)cc3)c2)C(O)C(O)C1O, [I-], [K+], [K+], [K+], O. Yields the product COC(=O)C1(Oc2ccc(Cc3cc(C4(O)OC(CO)C(O)C(O)C4O)ccc3Cl)cc2)CCCC1. As a reaction SMILES: [Br:28][C:29]1([C:34](=[O:35])[O:36][CH3:37])[CH2:30][CH2:31][CH2:32][CH2:33]1.[C:40](=[O:41])([O-:42])[O-:43].[CH3:46][OH:47].[Cl:1][c:2]1[c:3]([CH2:20][c:21]2[cH:22][cH:23][c:24]([OH:27])[cH:25][cH:26]2)[cH:4][c:5]([C:8]2([OH:9])[CH:10]([OH:11])[CH:12]([OH:13])[CH:14]([OH:15])[CH:16]([CH2:18][OH:19])[O:17]2)[cH:6][cH:7]1.[I-:39].[K+:38].[K+:44].[K+:45].[OH2:48]>>[Cl:1][c:2]1[c:3]([CH2:20][c:21]2[cH:22][cH:23][c:24]([O:27][C:29]3([C:34](=[O:35])[O:36][CH3:37])[CH2:30][CH2:31][CH2:32][CH2:33]3)[cH:25][cH:26]2)[cH:4][c:5]([C:8]2([OH:9])[CH:10]([OH:11])[CH:12]([OH:13])[CH:14]([OH:15])[CH:16]([CH2:18][OH:19])[O:17]2)[cH:6][cH:7]1. Procedure details: 440 mg (1.22 mmol) of ethyl {4-[5-chloro-2-(trifluoromethyl)phenyl]-2-oxopyridin-1(2H)-yl}acetate and 464 mg (1.84 mmol) of 2-(bromomethyl)pyridine monohydrobromide were reacted according to General Method 7A. Yield: 371 mg (purity 65%, 44% of theory) of the title compound and 270 mg (50% of theory) of the product which is already hydrolysed (Example 8.1D) Starting materials: ClC=1C=CC(=C(C1)C1=CC(N(C=C1)CC(=O)OCC)=O)C(F)(F)F (ethyl {4-[5-chloro-2-(trifluoromethyl)phenyl]-2-oxopyridin-1(2H)-yl}acetate), Br.BrCC1=NC=CC=C1 (2-(bromomethyl)pyridine monohydrobromide). As a reaction SMILES: [Cl:1][C:2]1[CH:3]=[CH:4][C:5]([C:21]([F:24])([F:23])[F:22])=[C:6]([C:8]2[CH:13]=[CH:12][N:11]([CH2:14][C:15]([O:17][CH2:18][CH3:19])=[O:16])[C:10](=[O:20])[CH:9]=2)[CH:7]=1.Br.Br[CH2:27][C:28]1[CH:33]=[CH:32][CH:31]=[CH:30][N:29]=1>>[Cl:1][C:2]1[CH:3]=[CH:4][C:5]([C:21]([F:24])([F:22])[F:23])=[C:6]([C:8]2[CH:13]=[CH:12][N:11]([CH:14]([CH2:27][C:28]3[CH:33]=[CH:32][CH:31]=[CH:30][N:29]=3)[C:15]([O:17][CH2:18][CH3:19])=[O:16])[C:10](=[O:20])[CH:9]=2)[CH:7]=1 |f:1.2|. Product: ClC=1C=CC(=C(C1)C1=CC(N(C=C1)C(C(=O)OCC)CC1=NC=CC=C1)=O)C(F)(F)F (Ethyl 2-{4-[5-chloro-2-(trifluoromethyl)phenyl]-2-oxopyridin-1(2H)-yl}-3-(pyridin-2-yl)propanoate). The reactants are OCCCC=1NC=CN1 (hydroxypropylimidazole), C(C)(=O)NC(=O)OCCCC=1N=C(N(C1)C(C1=CC=CC=C1)(C1=CC=CC=C1)C1=CC=CC=C1)F (4-(3-acetylcarbamoyloxypropyl)-2-fluoro-1-triphenylmethylimidazole). Yields the product FC=1N(C=C(N1)CCCOC(NC=1OC=CC1)=O)C(C1=CC=CC=C1)(C1=CC=CC=C1)C1=CC=CC=C1 (2-fluoro-4-[3-(fur-2-yl)carbamoyloxypropyl]-1-triphenylmethylimidazole). Reaction SMILES: O[CH2:2][CH2:3]CC1NC=CN=1.[C:10]([NH:13][C:14]([O:16][CH2:17][CH2:18][CH2:19][C:20]1[N:21]=[C:22]([F:44])[N:23]([C:25]([C:38]2[CH:43]=[CH:42][CH:41]=[CH:40][CH:39]=2)([C:32]2[CH:37]=[CH:36][CH:35]=[CH:34][CH:33]=2)[C:26]2[CH:31]=[CH:30][CH:29]=[CH:28][CH:27]=2)[CH:24]=1)=[O:15])(=[O:12])[CH3:11]>>[F:44][C:22]1[N:23]([C:25]([C:32]2[CH:37]=[CH:36][CH:35]=[CH:34][CH:33]=2)([C:38]2[CH:39]=[CH:40][CH:41]=[CH:42][CH:43]=2)[C:26]2[CH:31]=[CH:30][CH:29]=[CH:28][CH:27]=2)[CH:24]=[C:20]([CH2:19][CH2:18][CH2:17][O:16][C:14](=[O:15])[NH:13][C:10]2[O:12][CH:2]=[CH:3][CH:11]=2)[N:21]=1. Procedure details: A suspension of 2-furoamide in 1,2-dichloroethane was treated with oxalyl chloride; 2-furoylisocyanate was isolated by distillation. This product was reacted with the hydroxypropylimidazole, as for the starting material of Example 12, to give 2-fluoro-4-[3-(fur-2-yl)carbamoyloxypropyl]-1-triphenylmethylimidazole, having the following n.m.r. spectrum in d6DMSO: 1.82 (m, 2H); 2.47 (t, 2H); 4.07 (t, 2H); 6.3 (s, 1H); 6.64 (m, 1H); 7.0-7.45 (m, 15H); 7.5 (m, 1H); 7.91 (m, 1H); 10.1 (br, 1H). Starting materials: C(C)(C)(C1=CC=CC=C1)Cl (cumyl chloride). Run in O (water). Conditions: temperature 110 celsius. The product is CC(=C)C1=CC=CC=C1 (alpha-methylstyrene). The yield is 86.9%. Reaction SMILES: [C:1](Cl)([C:4]1[CH:9]=[CH:8][CH:7]=[CH:6][CH:5]=1)([CH3:3])[CH3:2]>O>[CH3:3][C:1]([C:4]1[CH:9]=[CH:8][CH:7]=[CH:6][CH:5]=1)=[CH2:2]. Reported procedure: In a flask fitted with a strirrer 500 ml of water is heated to 110° C., and 250 g of cumyl chloride is added dropwise over a period of 6 h. Continuous distillation is carried out through the column described in Example 1, yielding 166 g of alpha-methylstyrene and 190 ml of water. The reactants are FC(C1=CC=C(C=C1)CC(=O)O)(F)F ((4-trifluoromethyl-phenyl)-acetic acid), O1CCCC1 (tetrahydrofuran), ON1N=NC2=C1C=CC=C2 (1-hydroxybenzotriazole), FC1=C(C=CC(=C1C1=NNC=C1C1=CC=NC=C1)F)N (2,4-difluoro-3-(4-pyridin-4-yl-1H-pyrazol-3-yl)-phenylamine), amide. Conditions: time 8 hour. Yields the product FC1=C(C=CC(=C1C1=NNC=C1C1=CC=NC=C1)F)NC(CC1=CC=C(C=C1)C(F)(F)F)=O (N-[2,4-difluoro-3-(4-pyridin-4-yl-1H-pyrazol-3-yl)-phenyl]-2-(4-trifluoromethyl-phenyl)-acetamide). RXN SMILES: [F:1][C:2]([F:14])([F:13])[C:3]1[CH:8]=[CH:7][C:6]([CH2:9][C:10]([OH:12])=O)=[CH:5][CH:4]=1.O1CCCC1.ON1C2C=CC=CC=2N=N1.[F:30][C:31]1[C:36]([C:37]2[C:41]([C:42]3[CH:47]=[CH:46][N:45]=[CH:44][CH:43]=3)=[CH:40][NH:39][N:38]=2)=[C:35]([F:48])[CH:34]=[CH:33][C:32]=1[NH2:49]>>[F:30][C:31]1[C:36]([C:37]2[C:41]([C:42]3[CH:47]=[CH:46][N:45]=[CH:44][CH:43]=3)=[CH:40][NH:39][N:38]=2)=[C:35]([F:48])[CH:34]=[CH:33][C:32]=1[NH:49][C:10](=[O:12])[CH2:9][C:6]1[CH:5]=[CH:4][C:3]([C:2]([F:1])([F:14])[F:13])=[CH:8][CH:7]=1. Procedure details: To (4-trifluoromethyl-phenyl)-acetic acid (49 mg, 0.24 mmol) in anhydrous tetrahydrofuran (3 mL) 1-ethyl-3-(3-dimethylaminopropyl)carbodiimide hydrochloride (63 mg, 0.24 mmol) was added, after 10 minutes 1-hydroxybenzotriazole (38 mg, 0.28 mmol) and after 30 minutes 2,4-difluoro-3-(4-pyridin-4-yl-1H-pyrazol-3-yl)-phenylamine (60 mg, 0.22 mmol) (prepared as described in Example 22) were added. The reaction was stirred under nitrogen atmosphere at room temperature overnight to yield a mixture of m...